describe an organic reaction: reactants, conditions, products, and yield From a dataset of the Open Reaction Database (ORD), a public repository of structured organic reaction records. Reactants: CN1CCOc2cc(C(=O)O)cnc21, Cc1cc(-c2cc(N)cnc2OCC(F)(F)F)ccc1Cl. Yields the product Cc1cc(-c2cc(NC(=O)c3cnc4c(c3)OCCN4C)cnc2OCC(F)(F)F)ccc1Cl. As a reaction SMILES: [CH3:22][N:23]1[c:24]2[c:25]([cH:29][c:30]([C:33](=[O:34])[OH:35])[cH:31][n:32]2)[O:26][CH2:27][CH2:28]1.[Cl:1][c:2]1[c:3]([CH3:21])[cH:4][c:5](-[c:8]2[cH:9][c:10]([NH2:20])[cH:11][n:12][c:13]2[O:14][CH2:15][C:16]([F:17])([F:18])[F:19])[cH:6][cH:7]1>>[Cl:1][c:2]1[c:3]([CH3:21])[cH:4][c:5](-[c:8]2[cH:9][c:10]([NH:20][C:33]([c:30]3[cH:29][c:25]4[c:24]([n:32][cH:31]3)[N:23]([CH3:22])[CH2:28][CH2:27][O:26]4)=[O:34])[cH:11][n:12][c:13]2[O:14][CH2:15][C:16]([F:17])([F:18])[F:19])[cH:6][cH:7]1.